From a dataset of the Open Reaction Database (ORD), a public repository of structured organic reaction records. describe an organic reaction: reactants, conditions, products, and yield Reactants: C(C1=CC=CC=C1)(C1=CC=CC=C1)(C1=CC=CC=C1)N1N=NN=C1C1=C(C=CC=C1)C1=CC=C(C=C1)CN1N=C(N(C1=O)CC1=CC=C(C=C1)C1=C(C=CC=C1)C1=NN=NN1C(C1=CC=CC=C1)(C1=CC=CC=C1)C1=CC=CC=C1)CCCC (2,4-bis[[2'-(N-trityltetrazol-5-yl)biphenyl-4-yl]methyl]-5-n-butyl-2,4-dihydro-3H-1,2,4-triazol-3-one). Run in C(C)(=O)O (acetic acid). Yields the product N1N=NN=C1C1=C(C=CC=C1)C1=CC=C(C=C1)CN1N=C(N(C1=O)CC1=CC=C(C=C1)C1=C(C=CC=C1)C1=NN=NN1)CCCC (2,4-Bis[[2'-(5-tetrazolyl)biphenyl-4-yl]methyl]-5-n-butyl-2,4-dihydro-3H-1,2,4-triazol-3-one). Yield: 91.0%. As a reaction SMILES: C([N:20]1[C:24]([C:25]2[CH:30]=[CH:29][CH:28]=[CH:27][C:26]=2[C:31]2[CH:36]=[CH:35][C:34]([CH2:37][N:38]3[C:42](=[O:43])[N:41]([CH2:44][C:45]4[CH:50]=[CH:49][C:48]([C:51]5[CH:56]=[CH:55][CH:54]=[CH:53][C:52]=5[C:57]5[N:61](C(C6C=CC=CC=6)(C6C=CC=CC=6)C6C=CC=CC=6)[N:60]=[N:59][N:58]=5)=[CH:47][CH:46]=4)[C:40]([CH2:81][CH2:82][CH2:83][CH3:84])=[N:39]3)=[CH:33][CH:32]=2)=[N:23][N:22]=[N:21]1)(C1C=CC=CC=1)(C1C=CC=CC=1)C1C=CC=CC=1>C(O)(=O)C>[NH:23]1[C:24]([C:25]2[CH:30]=[CH:29][CH:28]=[CH:27][C:26]=2[C:31]2[CH:36]=[CH:35][C:34]([CH2:37][N:38]3[C:42](=[O:43])[N:41]([CH2:44][C:45]4[CH:50]=[CH:49][C:48]([C:51]5[CH:56]=[CH:55][CH:54]=[CH:53][C:52]=5[C:57]5[NH:58][N:59]=[N:60][N:61]=5)=[CH:47][CH:46]=4)[C:40]([CH2:81][CH2:82][CH2:83][CH3:84])=[N:39]3)=[CH:33][CH:32]=2)=[N:20][N:21]=[N:22]1. Procedure details: Deprotection of 2,4-bis[[2'-(N-trityltetrazol-5-yl)biphenyl-4-yl]methyl]-5-n-butyl-2,4-dihydro-3H-1,2,4-triazol-3-one in 50% aqueous acetic acid was accomplished by the procedure of Example 3, Step B. After work-up, the residue was flash chromatographed over silica gel (15 mL for 0.091 mmole, gradient elution using 2-30% MeOH/CH2Cl2) to give the desired material as a solid in 91% yield, homogeneous by TLC in 10% MeOH/CH2Cl2, mass spectrum (FAB) m/e 610 (M+1)+, mp 150°-151° C.